Task: describe an organic reaction: reactants, conditions, products, and yield. Dataset: the Open Reaction Database (ORD), a public repository of structured organic reaction records Starting materials: COc1ccc(C#N)cc1Br, C[Si](C)(C)[N-][Si](C)(C)C, Cc1ccccc1, [Na+], C1CC2(CCN1)OCCO2, Cc1ccccc1P(c1ccccc1C)c1ccccc1C. The product is COc1ccc(C#N)cc1N1CCC2(CC1)OCCO2. As a reaction SMILES: [Br:43][c:44]1[cH:45][c:46]([C:47]#[N:48])[cH:49][cH:50][c:51]1[O:52][CH3:53].[CH3:11][Si:12]([N-:13][Si:14]([CH3:15])([CH3:16])[CH3:17])([CH3:18])[CH3:19].[CH3:54][c:55]1[cH:56][cH:57][cH:58][cH:59][cH:60]1.[Na+:20].[O:1]1[CH2:2][CH2:3][O:4][C:5]12[CH2:6][CH2:7][NH:8][CH2:9][CH2:10]2.[c:21]1([CH3:22])[cH:23][cH:24][cH:25][cH:26][c:27]1[P:28]([c:29]1[cH:30][cH:31][cH:32][cH:33][c:34]1[CH3:35])[c:36]1[cH:37][cH:38][cH:39][cH:40][c:41]1[CH3:42]>>[O:1]1[CH2:2][CH2:3][O:4][C:5]12[CH2:6][CH2:7][N:8]([c:44]1[cH:45][c:46]([C:47]#[N:48])[cH:49][cH:50][c:51]1[O:52][CH3:53])[CH2:9][CH2:10]2. Reactants: CCOC1CC(S(=O)(=O)c2ccc(Br)cc2C(F)(F)F)CC1C(=O)NC1(C#N)CC1, COC1CC(S(=O)(=O)c2ccc(Br)cc2C(F)(F)F)CC1C(=O)NC1(C#N)CC1, Cc1noc(C)c1B(O)O. The product is CCOC1CC(S(=O)(=O)c2ccc(-c3c(C)noc3C)cc2C(F)(F)F)CC1C(=O)NC1(C#N)CC1. RXN SMILES: [C:11](#[N:12])[C:13]1([NH:16][C:17](=[O:18])[CH:19]2[CH:20]([O:38][CH2:39][CH3:40])[CH2:21][CH:22]([S:24](=[O:25])(=[O:26])[c:27]3[c:28]([C:34]([F:35])([F:36])[F:37])[cH:29][c:30]([Br:33])[cH:31][cH:32]3)[CH2:23]2)[CH2:14][CH2:15]1.[C:41]([C:42]1([NH:43][C:44]([CH:45]2[CH2:46][CH:47]([S:48]([c:49]3[cH:50][cH:51][c:52]([Br:53])[cH:54][c:55]3[C:56]([F:57])([F:58])[F:59])(=[O:60])=[O:61])[CH2:62][CH:63]2[O:64][CH3:65])=[O:66])[CH2:67][CH2:68]1)#[N:69].[CH3:1][c:2]1[n:3][o:4][c:5]([CH3:10])[c:6]1[B:7]([OH:8])[OH:9]>>[CH3:1][c:2]1[n:3][o:4][c:5]([CH3:10])[c:6]1-[c:30]1[cH:29][c:28]([C:34]([F:35])([F:36])[F:37])[c:27]([S:24]([CH:22]2[CH2:21][CH:20]([O:38][CH2:39][CH3:40])[CH:19]([C:17]([NH:16][C:13]3([C:11]#[N:12])[CH2:14][CH2:15]3)=[O:18])[CH2:23]2)(=[O:25])=[O:26])[cH:32][cH:31]1. Starting materials: CC(C)(C)OC(=O)N1CCC(n2cc(C(N)=O)[nH]c2=O)CC1, O=P(Cl)(Cl)Cl, c1ccncc1. Yields the product CC(C)(C)OC(=O)N1CCC(n2cc(C#N)[nH]c2=O)CC1. Reaction SMILES: [C:1]([NH2:2])(=[O:3])[c:4]1[nH:5][c:6](=[O:22])[n:7]([CH:9]2[CH2:10][CH2:11][N:12]([C:15](=[O:16])[O:17][C:18]([CH3:19])([CH3:20])[CH3:21])[CH2:13][CH2:14]2)[cH:8]1.[P:23]([Cl:24])([Cl:25])([Cl:26])=[O:27].[cH:28]1[cH:29][cH:30][n:31][cH:32][cH:33]1>>[C:1](#[N:2])[c:4]1[nH:5][c:6](=[O:22])[n:7]([CH:9]2[CH2:10][CH2:11][N:12]([C:15](=[O:16])[O:17][C:18]([CH3:19])([CH3:20])[CH3:21])[CH2:13][CH2:14]2)[cH:8]1. Starting materials: CSC=1C(=NNC1)C=1C=NC=CC1 (3-(4-methylsulfanyl-1H-pyrazol-3-yl)-pyridine), BrC=1C(=NNC1)C=1C=NC=CC1 (3-(4-bromo-1H-pyrazol-3-yl)-pyridine), BrC=1C(=NNC1)C=1C=NC=CC1 (3-(4-bromo-1H-pyrazol-3-yl)-pyridine), C(C)SSCC (ethyldisulfanyl-ethane), disulfide. The product is C(C)SC=1C(=NNC1)C=1C=NC=CC1 (3-(4-Ethylsulfanyl-1H-pyrazol-3-yl)-pyridine). The yield is 76.0%. As a reaction SMILES: [CH3:1][S:2][C:3]1[C:4]([C:8]2[CH:9]=[N:10][CH:11]=[CH:12][CH:13]=2)=[N:5][NH:6][CH:7]=1.[CH2:14](SSCC)C.BrC1C(C2C=NC=CC=2)=NNC=1>>[CH2:1]([S:2][C:3]1[C:4]([C:8]2[CH:9]=[N:10][CH:11]=[CH:12][CH:13]=2)=[N:5][NH:6][CH:7]=1)[CH3:14]. Procedure: Compound 21D was prepared following the procedure as described for the synthesis of compound 21A (see Scheme 3) using ethyldisulfanyl-ethane as the disulfide and 3-(4-bromo-1H-pyrazol-3-yl)-pyridine (compound 20A). Starting materials: COc1ccc(NC(=O)c2ccc(CCl)cc2)cc1Nc1nccc(-c2cccnc2)n1, CN1CCN(N)CC1. Product: COc1ccc(NC(=O)c2ccc(CNN3CCN(C)CC3)cc2)cc1Nc1nccc(-c2cccnc2)n1. As a reaction SMILES: [Cl:1][CH2:2][c:3]1[cH:4][cH:5][c:6]([C:7](=[O:8])[NH:9][c:10]2[cH:11][cH:12][c:13]([O:29][CH3:30])[c:14]([NH:16][c:17]3[n:18][cH:19][cH:20][c:21](-[c:23]4[cH:24][n:25][cH:26][cH:27][cH:28]4)[n:22]3)[cH:15]2)[cH:31][cH:32]1.[NH2:33][N:34]1[CH2:35][CH2:36][N:37]([CH3:40])[CH2:38][CH2:39]1>>[CH2:2]([c:3]1[cH:4][cH:5][c:6]([C:7](=[O:8])[NH:9][c:10]2[cH:11][cH:12][c:13]([O:29][CH3:30])[c:14]([NH:16][c:17]3[n:18][cH:19][cH:20][c:21](-[c:23]4[cH:24][n:25][cH:26][cH:27][cH:28]4)[n:22]3)[cH:15]2)[cH:31][cH:32]1)[NH:33][N:34]1[CH2:35][CH2:36][N:37]([CH3:40])[CH2:38][CH2:39]1. The reactants are NCC(=O)NC1[C@@H]2N(C(C(S2)(C)C)C2=NN=NN2)C1=O (6-(2-aminoacetamido)-2,2-dimethyl-3-(5-tetrazolyl)penam), C(C1=CC=CC=C1)(=O)Cl (benzoyl chloride), C([O-])(O)=O.[Na+] (sodium bicarbonate), O (water). The solvent is CC(=O)C (acetone). Run at time 20 minute. Product: C(C1=CC=CC=C1)(=O)NCC(=O)NC1[C@@H]2N(C(C(S2)(C)C)C2=NN=NN2)C1=O (6-(2-[Benzamido]acetamido)-2,2-dimethyl-3-(5-tetrazolyl)penam). Yield: 37.0%. RXN SMILES: [NH2:1][CH2:2][C:3]([NH:5][CH:6]1[C:19](=[O:20])[N:8]2[CH:9]([C:14]3[NH:18][N:17]=[N:16][N:15]=3)[C:10]([CH3:13])([CH3:12])[S:11][C@H:7]12)=[O:4].C(=O)(O)[O-].[Na+].O.[C:27](Cl)(=[O:34])[C:28]1[CH:33]=[CH:32][CH:31]=[CH:30][CH:29]=1>CC(C)=O>[C:27]([NH:1][CH2:2][C:3]([NH:5][CH:6]1[C:19](=[O:20])[N:8]2[CH:9]([C:14]3[NH:18][N:17]=[N:16][N:15]=3)[C:10]([CH3:13])([CH3:12])[S:11][C@H:7]12)=[O:4])(=[O:34])[C:28]1[CH:33]=[CH:32][CH:31]=[CH:30][CH:29]=1 |f:1.2|. Reported procedure: To a stirred solution of 0.80 g. (2.7 mmole) of 6-(2-aminoacetamido)-2,2-dimethyl-3-(5-tetrazolyl)penam and 0.453 g. (5.4 mmole) of sodium bicarbonate in 21 ml. of water and 15 ml. of acetone at 0°-5° C. is added 0.32 ml. (2.8 mmole) of benzoyl chloride. Starting is continued for a further 20 minutes at ca. 0° C., and then the acetone is removed in vacuo. The aqueous residue is extracted with ethyl acetate and the extracts are discarded. The pH of the aqueous phase is adjusted to 2.0, and the pr... The reactants are [C-]#N.[Na+] (NaCN), [OH-].[NH4+] (ammonium hydroxide), BrC1=CC=CC2=CC=CC=C12 (1-Bromonaphthalene), CNCCNC (N,N′-dimethylethylenediamine). The reagents and catalysts are [Cu]I (CuI). Run in O (water), C(C)(=O)OCC (ethyl acetate), C1(=CC=CC=C1)C (toluene). Reaction conditions: temperature 110 celsius, time 24 hour. Product: C1(=CC=CC2=CC=CC=C12)C#N (Naphthalene-1-carbonitrile). Isolated yield 70.2%. As a reaction SMILES: [C-]#N.[Na+].Br[C:5]1[C:14]2[C:9](=[CH:10][CH:11]=[CH:12][CH:13]=2)[CH:8]=[CH:7][CH:6]=1.[CH3:15][NH:16]CCNC.[OH-].[NH4+]>[Cu]I.O.C(OCC)(=O)C.C1(C)C=CC=CC=1>[C:5]1([C:15]#[N:16])[C:14]2[C:9](=[CH:10][CH:11]=[CH:12][CH:13]=2)[CH:8]=[CH:7][CH:6]=1 |f:0.1,4.5|. Reported procedure: An oven dried screw cap test tube was charged with NaCN (127 mg, 2.592 mmol), dried KI (72 mg, 0.434 mmol, 20 mol %) and CuI (41 mg, 0.215 mmol, 10 mol %), evacuated and backfilled with argon three times. 1-Bromonaphthalene (300 μL, 2.157 mmol), N,N′-dimethylethylenediamine (230 μL, 2.16 mmol) and anhydrous toluene (1.4 mL) were added under argon. The tube was sealed and the reaction mixture was stirred magnetically at 110° C. for 24 h. The resulting yellow suspension was cooled to room temperat...